Dataset: the Open Reaction Database (ORD), a public repository of structured organic reaction records. Task: describe an organic reaction: reactants, conditions, products, and yield Starting materials: [Br-], CC(CNS(C)(=O)=O)c1ccc(Br)cc1, [Mg+]C1CCCC1, C1CCOC1. Yields the product CC(CNS(C)(=O)=O)c1ccc(C2CCCC2)cc1. As a reaction SMILES: [Br-:16].[CH3:1][S:2](=[O:3])(=[O:4])[NH:5][CH2:6][CH:7]([CH3:8])[c:9]1[cH:10][cH:11][c:12]([Br:15])[cH:13][cH:14]1.[CH:17]1([Mg+:22])[CH2:18][CH2:19][CH2:20][CH2:21]1.[O:23]1[CH2:24][CH2:25][CH2:26][CH2:27]1>>[CH3:1][S:2](=[O:3])(=[O:4])[NH:5][CH2:6][CH:7]([CH3:8])[c:9]1[cH:10][cH:11][c:12]([CH:17]2[CH2:18][CH2:19][CH2:20][CH2:21]2)[cH:13][cH:14]1. Starting materials: COC1=C(C=CC=C1C(F)(F)F)C1CCNCC1 (4-[2-methoxy-3-(trifluoro-methyl)phenyl]piperidine), amine, Cl (hydrochloric acid), C([O-])([O-])=O.[K+].[K+] (potassium carbonate), ICCC (1-iodopropane). Run in C(C)#N (acetonitrile). The product is COC1=C(C=CC=C1C(F)(F)F)C1CCN(CC1)CCC (4-[2-METHOXY-3-(TRIFLUOROMETHYL)PHENYL]-1-PROPYLPIPERIDINE). RXN SMILES: [CH3:1][O:2][C:3]1[C:8]([C:9]([F:12])([F:11])[F:10])=[CH:7][CH:6]=[CH:5][C:4]=1[CH:13]1[CH2:18][CH2:17][NH:16][CH2:15][CH2:14]1.C(=O)([O-])[O-].[K+].[K+].I[CH2:26][CH2:27][CH3:28].Cl>C(#N)C>[CH3:1][O:2][C:3]1[C:8]([C:9]([F:11])([F:10])[F:12])=[CH:7][CH:6]=[CH:5][C:4]=1[CH:13]1[CH2:18][CH2:17][N:16]([CH2:26][CH2:27][CH3:28])[CH2:15][CH2:14]1 |f:1.2.3|. Procedure details: Preparation according to Example 1: 4-[2-methoxy-3-(trifluoro-methyl)phenyl]piperidine (0.38 g, 1.47 mmol), acetonitrile (40 ml), potassium carbonate (0.4 g, 3.7 mmol) and 1-iodopropane (0.115 ml, 1.47 mmol). Yield: 0.33 g (74%). The amine was converted to the hydrochloric acid salt and recrystallized from ethanol/diethyl ether: M.p. 235.5° C. MS m/z (relative intensity, 70 eV) 301 (M+, 7), 273 (22), 272 (bp), 229 (6), 159 (13). Starting materials: [N-]=[N+]=[N-].[Na+] (NaN3), ICC1=CC=C(C=C1)C1(N=N1)C(F)(F)F (3-[4-(iodomethyl)phenyl]-3-(trifluoromethyl)-3H-diazirine). The solvent is CO (MeOH). Conditions: temperature 45 celsius, time 6 hour. Product: N(=[N+]=[N-])CC1=CC=C(C=C1)C1(N=N1)C(F)(F)F (3-[4-(Azidomethyl)phenyl]-3-(Trifluoromethyl)-3H-Diazirine). Isolated yield 76.2%. Reaction SMILES: [N-:1]=[N+:2]=[N-:3].[Na+].I[CH2:6][C:7]1[CH:12]=[CH:11][C:10]([C:13]2([C:16]([F:19])([F:18])[F:17])[N:15]=[N:14]2)=[CH:9][CH:8]=1>CO>[N:1]([CH2:6][C:7]1[CH:8]=[CH:9][C:10]([C:13]2([C:16]([F:19])([F:17])[F:18])[N:14]=[N:15]2)=[CH:11][CH:12]=1)=[N+:2]=[N-:3] |f:0.1|. Procedure: NaN3 (0.42 g, 6.2 mmol) was added to a MeOH (30 mL) solution of 3-[4-(iodomethyl)phenyl]-3-(trifluoromethyl)-3H-diazirine (1.01 g, 3.1 mmol). The solution was stirred at 45° C. (6 h). The methanol was evaporated and CH2Cl2 (30 mL) and water (30 mL) were added. The organic layer was extracted and the aqueous layer was washed with CH2Cl2 (1×30 mL). The organic layers were combined and concentrated in vacuum. Finally, the residue was purified by silica gel flash chromatography (0→30% EtOAc in hexan... The reactants are C[Si](C)(C)CCOCn1cc(C(=O)Nc2cccc(C#N)c2)c2nc(C3CC3)cnc21, ClCCl, [Na+], O=C([O-])O, O=C(O)C(F)(F)F. Yields the product N#Cc1cccc(NC(=O)c2c[nH]c3ncc(C4CC4)nc23)c1. Reaction SMILES: [C:1](#[N:2])[c:3]1[cH:4][c:5]([NH:9][C:10](=[O:11])[c:12]2[cH:13][n:14]([CH2:24][O:25][CH2:26][CH2:27][Si:28]([CH3:29])([CH3:30])[CH3:31])[c:15]3[n:16][cH:17][c:18]([CH:21]4[CH2:22][CH2:23]4)[n:19][c:20]23)[cH:6][cH:7][cH:8]1.[Cl:44][CH2:45][Cl:46].[Na+:43].[O-:39][C:40]([OH:41])=[O:42].[OH:32][C:33]([C:34]([F:35])([F:36])[F:37])=[O:38]>>[C:1](#[N:2])[c:3]1[cH:4][c:5]([NH:9][C:10](=[O:11])[c:12]2[cH:13][nH:14][c:15]3[n:16][cH:17][c:18]([CH:21]4[CH2:22][CH2:23]4)[n:19][c:20]23)[cH:6][cH:7][cH:8]1. Starting materials: CO, CC(C)(Oc1ccc(F)cn1)C(=O)OCc1ccccc1. The product is CC(C)(Oc1ccc(F)cn1)C(=O)O. RXN SMILES: [CH3:22][OH:23].[F:1][c:2]1[cH:3][cH:4][c:5]([O:8][C:9]([C:10](=[O:11])[O:12][CH2:13][c:14]2[cH:15][cH:16][cH:17][cH:18][cH:19]2)([CH3:20])[CH3:21])[n:6][cH:7]1>>[F:1][c:2]1[cH:3][cH:4][c:5]([O:8][C:9]([C:10](=[O:11])[OH:12])([CH3:20])[CH3:21])[n:6][cH:7]1. Starting materials: C(C)OC(C1=C(N=C(C(=C1NCCCC)N)NCC)C)=O (5-Amino-4-butylamino-6-ethylamino-2-methylnicotinic acid ethyl ester), N(=O)[O-].[Na+] (sodium nitrite). The product is C(C)OC(=O)C=1C(=C2C(=NC1C)N(N=N2)CC)NCCCC (7-Butylamino-3-ethyl-5-methyl-3H-[1,2,3]-triazolo[4,5-b]pyridine-6-carboxylic acid ethyl ester). The yield is 73.0%. RXN SMILES: [CH2:1]([O:3][C:4](=[O:21])[C:5]1[C:10]([NH:11][CH2:12][CH2:13][CH2:14][CH3:15])=[C:9]([NH2:16])[C:8]([NH:17][CH2:18][CH3:19])=[N:7][C:6]=1[CH3:20])[CH3:2].[N:22]([O-])=O.[Na+]>>[CH2:1]([O:3][C:4]([C:5]1[C:10]([NH:11][CH2:12][CH2:13][CH2:14][CH3:15])=[C:9]2[N:16]=[N:22][N:17]([CH2:18][CH3:19])[C:8]2=[N:7][C:6]=1[CH3:20])=[O:21])[CH3:2] |f:1.2|. Procedure details: 5-Amino-4-butylamino-6-ethylamino-2-methylnicotinic acid ethyl ester is treated with sodium nitrite following the procedure of Example 3c. 7-Butylamino-3-ethyl-5-methyl-3H-[1,2,3]-triazolo[4,5-b]pyridine-6-carboxylic acid ethyl ester is obtained, yield 73%, m.p. 42°-43°. Treatment with 2N hydrochloric acid in ethanol yields the hydrochloride salt.